From a dataset of the Open Reaction Database (ORD), a public repository of structured organic reaction records. describe an organic reaction: reactants, conditions, products, and yield Starting materials: COCN1C(=CC2=CC=CC(=C12)NS(=O)(=O)C=1SC=CC1)C=1SC=CN1 (N-[1-(methoxymethyl)-2-(1,3-thiazol-2-yl)-1H-indol-7-yl]thiophene-2-sulfonamide), BrCC(=O)OCC (ethyl bromoacetate), C([O-])([O-])=O.[K+].[K+] (potassium carbonate), CN(C=O)C (N,N-dimethylformamide). Solvent: O (Water). Run at time 4 hour. Product: COCN1C(=CC2=CC=CC(=C12)N(S(=O)(=O)C=1SC=CC1)CC(=O)OCC)C=1SC=CN1 (Ethyl N-[1-(Methoxymethyl)-2-(1,3-thiazol-2-yl)-1H-indol-7-yl]-N-(2-thienylsulfonyl)aminoacetate). RXN SMILES: [CH3:1][O:2][CH2:3][N:4]1[C:12]2[C:7](=[CH:8][CH:9]=[CH:10][C:11]=2[NH:13][S:14]([C:17]2[S:18][CH:19]=[CH:20][CH:21]=2)(=[O:16])=[O:15])[CH:6]=[C:5]1[C:22]1[S:23][CH:24]=[CH:25][N:26]=1.Br[CH2:28][C:29]([O:31][CH2:32][CH3:33])=[O:30].C(=O)([O-])[O-].[K+].[K+].CN(C)C=O>O>[CH3:1][O:2][CH2:3][N:4]1[C:12]2[C:7](=[CH:8][CH:9]=[CH:10][C:11]=2[N:13]([CH2:28][C:29]([O:31][CH2:32][CH3:33])=[O:30])[S:14]([C:17]2[S:18][CH:19]=[CH:20][CH:21]=2)(=[O:16])=[O:15])[CH:6]=[C:5]1[C:22]1[S:23][CH:24]=[CH:25][N:26]=1 |f:2.3.4|. Procedure: A mixture of N-[1-(methoxymethyl)-2-(1,3-thiazol-2-yl)-1H-indol-7-yl]thiophene-2-sulfonamide (0.68 g), ethyl bromoacetate (0.23 mL), potassium carbonate (0.35 g) and N,N-dimethylformamide (6 mL) was stirred at room temperature for 4 hr. Water was added to the reaction mixture, and the mixture was extracted with ethyl acetate. The ethyl acetate layer was washed with saturated brine, dried (MgSO4) and concentrated. The obtained residue was subjected to silica gel column chromatography and the titl...